Task: describe an organic reaction: reactants, conditions, products, and yield. Dataset: the Open Reaction Database (ORD), a public repository of structured organic reaction records Starting materials: Cc1cc(O)c(-c2cccnc2)nc1C, CN(C)c1ccncc1, COc1cc2nccc(Cl)c2cc1OC, Clc1ccccc1Cl. Product: COc1cc2nccc(Oc3cc(C)c(C)nc3-c3cccnc3)c2cc1OC. Reaction SMILES: [CH3:1][c:2]1[cH:3][c:4]([OH:15])[c:5](-[c:9]2[cH:10][n:11][cH:12][cH:13][cH:14]2)[n:6][c:7]1[CH3:8].[CH3:31][N:32]([c:33]1[cH:34][cH:35][n:36][cH:37][cH:38]1)[CH3:39].[Cl:16][c:17]1[cH:18][cH:19][n:20][c:21]2[cH:22][c:23]([O:29][CH3:30])[c:24]([O:27][CH3:28])[cH:25][c:26]12.[Cl:40][c:41]1[c:42]([Cl:43])[cH:44][cH:45][cH:46][cH:47]1>>[CH3:1][c:2]1[cH:3][c:4]([O:15][c:17]2[cH:18][cH:19][n:20][c:21]3[cH:22][c:23]([O:29][CH3:30])[c:24]([O:27][CH3:28])[cH:25][c:26]23)[c:5](-[c:9]2[cH:10][n:11][cH:12][cH:13][cH:14]2)[n:6][c:7]1[CH3:8]. Starting materials: CC(C)N1CCC(Oc2ccc3c(c2)cc2n3C(C)CNC2=O)CC1, OCCC(O)C(F)(F)F, F, [H-], [Na+]. The product is CC(C)N1CCC(Oc2ccc3c(c2)cc2n3C(C)CN(CCC(O)C(F)(F)F)C2=O)CC1. RXN SMILES: [CH:1]([CH3:2])([CH3:3])[N:4]1[CH2:5][CH2:6][CH:7]([O:10][c:11]2[cH:12][c:13]3[cH:14][c:15]4[n:16]([c:17]3[cH:18][cH:19]2)[CH:20]([CH3:25])[CH2:21][NH:22][C:23]4=[O:24])[CH2:8][CH2:9]1.[F:28][C:29]([CH:30]([CH2:31][CH2:32][OH:33])[OH:34])([F:35])[F:36].[F:37].[H-:26].[Na+:27]>>[CH:1]([CH3:2])([CH3:3])[N:4]1[CH2:5][CH2:6][CH:7]([O:10][c:11]2[cH:12][c:13]3[cH:14][c:15]4[n:16]([c:17]3[cH:18][cH:19]2)[CH:20]([CH3:25])[CH2:21][N:22]([CH2:32][CH2:31][CH:30]([C:29]([F:28])([F:35])[F:36])[OH:34])[C:23]4=[O:24])[CH2:8][CH2:9]1. Starting materials: S(=O)(Cl)Cl (Thionyl chloride), ClC1=CC=C2C=CC(=NC2=C1)/C=C/C=1C=C(CO)C=CC1 (3-[2(E)-(7-chloroquinolin-2-yl)ethenyl]benzyl alcohol), C([O-])(O)=O.[Na+] (sodium bicarbonate), CO (methanol). Run in ClCCCl (1,2-dichloroethane). Conditions: time 1 hour. Yields the product ClC1=CC=C2C=CC(=NC2=C1)/C=C/C=1C=C(CCl)C=CC1 (3-[2(E)-(7-Chloroquinolin-2-yl)ethenyl]benzyl chloride). RXN SMILES: S(Cl)([Cl:3])=O.[Cl:5][C:6]1[CH:15]=[C:14]2[C:9]([CH:10]=[CH:11][C:12](/[CH:16]=[CH:17]/[C:18]3[CH:19]=[C:20]([CH:23]=[CH:24][CH:25]=3)[CH2:21]O)=[N:13]2)=[CH:8][CH:7]=1.C(=O)(O)[O-].[Na+].CO>ClCCCl>[Cl:5][C:6]1[CH:15]=[C:14]2[C:9]([CH:10]=[CH:11][C:12](/[CH:16]=[CH:17]/[C:18]3[CH:19]=[C:20]([CH:23]=[CH:24][CH:25]=3)[CH2:21][Cl:3])=[N:13]2)=[CH:8][CH:7]=1 |f:2.3|. Procedure: Thionyl chloride (3.6 ml., 49.3 mmol) was added rapidly to a stirred solution of 3-[2(E)-(7-chloroquinolin-2-yl)ethenyl]benzyl alcohol (Example 6a part (ii)) (11.7 g, 39.5 mmol) in 1,2-dichloroethane (300 ml) at 50° C. giving an immediate yellow precipitate. The mixture was stirred for 1 hour and cooled to room temperature then the mixture was shaken with saturated sodium bicarbonate solution (400 ml) and methanol (50 ml) to give two clear phases. The aqueous phase was extracted with dichloromet... The reactants are CC(=O)OI1(C=2C=CC=CC2C(=O)O1)(OC(=O)C)OC(=O)C (Dess-Martin periodinane), OCC=1C=C2C(C(=CN(C2=CC1)C)OCC1=CC=C(C=C1)OC)=O (6-(hydroxymethyl)-3-((4-methoxybenzyl)oxy)-1-methylquinolin-4(1H)-one), C([O-])(O)=O.[Na+] (sodium bicarbonate). The solvent is ClCCl (dichloromethane). Conditions: time 1 hour. Product: COC1=CC=C(COC2=CN(C3=CC=C(C=C3C2=O)C=O)C)C=C1 (3-((4-methoxybenzyl)oxy)-1-methyl-4-oxo-1,4-dihydroquinoline-6-carbaldehyde). The yield is 73.8%. As a reaction SMILES: [OH:1][CH2:2][C:3]1[CH:4]=[C:5]2[C:10](=[CH:11][CH:12]=1)[N:9]([CH3:13])[CH:8]=[C:7]([O:14][CH2:15][C:16]1[CH:21]=[CH:20][C:19]([O:22][CH3:23])=[CH:18][CH:17]=1)[C:6]2=[O:24].CC(OI1(OC(C)=O)(OC(C)=O)OC(=O)C2C=CC=CC1=2)=O.C(=O)(O)[O-].[Na+]>ClCCl>[CH3:23][O:22][C:19]1[CH:18]=[CH:17][C:16]([CH2:15][O:14][C:7]2[C:6](=[O:24])[C:5]3[C:10](=[CH:11][CH:12]=[C:3]([CH:2]=[O:1])[CH:4]=3)[N:9]([CH3:13])[CH:8]=2)=[CH:21][CH:20]=1 |f:2.3|. Reported procedure: To a suspension of 6-(hydroxymethyl)-3-((4-methoxybenzyl)oxy)-1-methylquinolin-4(1H)-one (1.5 g, 4.61 mmol) in dichloromethane (DCM) (80 mL) at room temperature was added Dess-Martin periodinane (2.347 g, 5.53 mmol). The reaction mixture soon turned into a clear brown solution and was stirred at room temperature for 1 h. Saturated sodium bicarbonate solution was then added, and the mixture was extracted with dichloromethane. The combined organic layers were washed with brine, dried over sodium s...